The task is: describe an organic reaction: reactants, conditions, products, and yield. This data is from the Open Reaction Database (ORD), a public repository of structured organic reaction records. The reactants are CCC(NC(=O)OC(C)(C)C)C(=O)NC(C)C(=O)OC, Cl, COC(=O)C(NC(=O)C(C)N)C1CC1. Yields the product Cl, CCC(N)C(=O)NC(C)C(=O)OC. RXN SMILES: [C:16]([O:17][C:18](=[O:19])[NH:23][CH:24]([C:25](=[O:26])[NH:27][CH:28]([CH3:29])[C:30](=[O:31])[O:32][CH3:33])[CH2:34][CH3:35])([CH3:20])([CH3:21])[CH3:22].[ClH:1].[NH2:2][CH:3]([C:4]([NH:5][CH:6]([CH:7]1[CH2:8][CH2:9]1)[C:10]([O:11][CH3:12])=[O:13])=[O:14])[CH3:15]>>[ClH:1].[NH2:23][CH:24]([C:25](=[O:26])[NH:27][CH:28]([CH3:29])[C:30](=[O:31])[O:32][CH3:33])[CH2:34][CH3:35]. The reactants are CSCc1cccc2cc[nH]c12, ClCCl, CC(O)(c1ccc2c(c1)OCO2)C1CC1, O=C(O)C(F)(F)F. Product: CSCc1cccc2c(C(C)(c3ccc4c(c3)OCO4)C3CC3)c[nH]c12. As a reaction SMILES: [CH3:23][S:24][CH2:25][c:26]1[cH:27][cH:28][cH:29][c:30]2[cH:31][cH:32][nH:33][c:34]12.[Cl:35][CH2:36][Cl:37].[O:1]1[CH2:2][O:3][c:4]2[c:5]1[cH:6][cH:7][c:8]([C:10]([CH3:11])([OH:12])[CH:13]1[CH2:14][CH2:15]1)[cH:9]2.[OH:16][C:17]([C:18]([F:19])([F:20])[F:21])=[O:22]>>[O:1]1[CH2:2][O:3][c:4]2[c:5]1[cH:6][cH:7][c:8]([C:10]([CH3:11])([CH:13]1[CH2:14][CH2:15]1)[c:31]1[c:30]3[cH:29][cH:28][cH:27][c:26]([CH2:25][S:24][CH3:23])[c:34]3[nH:33][cH:32]1)[cH:9]2. The reactants are C(C1=CC=CC=C1)(=O)NO (benzhydroxamic acid), ClCC(=O)O (chloroacetic acid), Cl (HCl), [Na] (sodium). Run in C(C)O (ethanol), O (water), C(C)O (ethanol), C(C)O (ethanol). Reaction conditions: time 3 hour. The product is C(C1=CC=CC=C1)NCC(=O)O (benzamidooxyacetic acid). Reaction SMILES: [Na].[C:2]([NH:10]O)(=O)[C:3]1[CH:8]=[CH:7][CH:6]=[CH:5][CH:4]=1.Cl[CH2:13][C:14]([OH:16])=[O:15].Cl>C(O)C.O>[CH2:2]([NH:10][CH2:13][C:14]([OH:16])=[O:15])[C:3]1[CH:8]=[CH:7][CH:6]=[CH:5][CH:4]=1 |^1:0|. Procedure: 9.2 Grams (0.4 moles) of metallic sodium was dissolved in 300 ml of absolute ethanol. To the resulting solution, a solution of 27 g (0.2 moles) of benzhydroxamic acid in 600 ml of absolute ethanol was added dropwise 20°-25° C. with stirring for 3 hours. Subsequently, a solution of 9.5 g (0.1 mole) of chloroacetic acid in 100 ml of absolute ethanol was added dropwise and the resulting mixture wa stirred at 50° C. for 8 hours. After cooling the mixture, water was added and the mixture was neutrali...